This data is from the Open Reaction Database (ORD), a public repository of structured organic reaction records. The task is: describe an organic reaction: reactants, conditions, products, and yield Reactants: CC(=O)O[BH-](OC(C)=O)OC(C)=O, CC(=O)O, Cn1c(C=O)cc2ccccc21, CO, CN(C)C=O, [Na+], c1ccc2[nH]c(NCC3CCNCC3)nc2c1. Yields the product Cn1c(CN2CCC(CNc3nc4ccccc4[nH]3)CC2)cc2ccccc21. As a reaction SMILES: [C:13]([O:14][BH-:15]([O:16][C:17](=[O:18])[CH3:19])[O:20][C:21](=[O:22])[CH3:23])(=[O:24])[CH3:25].[C:46]([OH:47])(=[O:48])[CH3:49].[CH3:1][n:2]1[c:3]([CH:11]=[O:12])[cH:4][c:5]2[cH:6][cH:7][cH:8][cH:9][c:10]12.[CH3:44][OH:45].[CH3:50][N:51]([CH3:52])[CH:53]=[O:54].[Na+:26].[nH:27]1[c:28]([NH:36][CH2:37][CH:38]2[CH2:39][CH2:40][NH:41][CH2:42][CH2:43]2)[n:29][c:30]2[c:31]1[cH:32][cH:33][cH:34][cH:35]2>>[CH3:1][n:2]1[c:3]([CH2:11][N:41]2[CH2:40][CH2:39][CH:38]([CH2:37][NH:36][c:28]3[nH:27][c:31]4[c:30]([n:29]3)[cH:35][cH:34][cH:33][cH:32]4)[CH2:43][CH2:42]2)[cH:4][c:5]2[cH:6][cH:7][cH:8][cH:9][c:10]12. Solvent: O (water), C(C)(=O)O (acetic acid), C(C)(=O)OCC (ethyl acetate), O (water). Yields the product FC(COC1=CC=C(C=C1)S(=O)C1=CC=CC=C1)(F)F (phenyl 4-(2,2,2-trifluoroethoxy)phenyl sulfoxide). Procedure details: In 120 g of acetic acid was dissolved 17.1 g of phenyl 4-(2,2,2-trifluoroethoxy)phenyl sulfide obtained in Synthesis Example 1-13. While the solution was maintained at an internal temperature of 30° C., 5.8 g of 35 wt % aqueous hydrogen peroxide was added dropwise. The reaction solution was aged at room temperature for 18 hours, after which under ice cooling, a mixture of 0.5 g sodium thiosulfate pentahydrate and 15 g water was added dropwise to quench the reaction. The solution was combined wit... Reaction conditions: time 18 hour. RXN SMILES: [F:1][C:2]([F:19])([F:18])[CH2:3][O:4][C:5]1[CH:10]=[CH:9][C:8]([S:11][C:12]2[CH:17]=[CH:16][CH:15]=[CH:14][CH:13]=2)=[CH:7][CH:6]=1.[OH:20]O.C1(C)C=CC=CC=1>C(O)(=O)C.O.O.O.O.O.S([O-])([O-])(=O)=S.[Na+].[Na+].O.C(OCC)(=O)C>[F:19][C:2]([F:1])([F:18])[CH2:3][O:4][C:5]1[CH:6]=[CH:7][C:8]([S:11]([C:12]2[CH:17]=[CH:16][CH:15]=[CH:14][CH:13]=2)=[O:20])=[CH:9][CH:10]=1 |f:4.5.6.7.8.9.10.11|. Reactants: FC(COC1=CC=C(C=C1)SC1=CC=CC=C1)(F)F (phenyl 4-(2,2,2-trifluoroethoxy)phenyl sulfide), OO (hydrogen peroxide), C1(=CC=CC=C1)C (toluene). Isolated yield 99.0%. Reagents/catalysts: O.O.O.O.O.S(=S)(=O)([O-])[O-].[Na+].[Na+] (sodium thiosulfate pentahydrate). Starting materials: Cn1c(C(C)(C)C)cc2cc([N+](=O)[O-])ccc21, CO. Product: Cn1c(C(C)(C)C)cc2cc(N)ccc21. As a reaction SMILES: [C:1]([CH3:2])([CH3:3])([CH3:4])[c:5]1[n:6]([CH3:17])[c:7]2[cH:8][cH:9][c:10]([N+:14]([O-:15])=[O:16])[cH:11][c:12]2[cH:13]1.[CH3:18][OH:19]>>[C:1]([CH3:2])([CH3:3])([CH3:4])[c:5]1[n:6]([CH3:17])[c:7]2[cH:8][cH:9][c:10]([NH2:14])[cH:11][c:12]2[cH:13]1. The reactants are C1=CC=NC(=C1)C(=O)C(=O)C2=CC=CC=N2 (2,2'-pyridil), O (water), N/C(=C(/C#N)\N)/C#N (diaminomaleonitrile), C(C)O (ethanol). Solvent: C1=CC=CC=C1 (benzene). Product: N1=C(C=CC=C1)C=1N=C(C(=NC1C1=NC=CC=C1)C#N)C#N (5,6-dipyridinyl 2,3-pyrazinedicarbonitrile). Yield: 45.7%. Reaction SMILES: [CH:1]1[CH:6]=[C:5]([C:7]([C:9]([C:11]2[N:16]=[CH:15][CH:14]=[CH:13][CH:12]=2)=O)=O)[N:4]=[CH:3][CH:2]=1.[NH2:17]/[C:18](/[C:23]#[N:24])=[C:19](\[NH2:22])/[C:20]#[N:21].C(O)C.O>C1C=CC=CC=1>[N:4]1[CH:3]=[CH:2][CH:1]=[CH:6][C:5]=1[C:7]1[N:17]=[C:18]([C:23]#[N:24])[C:19]([C:20]#[N:21])=[N:22][C:9]=1[C:11]1[CH:12]=[CH:13][CH:14]=[CH:15][N:16]=1. Procedure details: Into a 250 mL round bottomed flask are placed, 2,2'-pyridil (8.48 g, 40 mmol), diaminomaleonitrile (4.32 g, 40 mmol) and 125 mL of ethanol. The flask is fitted with a magnetic stirrer and a condenser, and refluxed for 30 minutes. The mixture is allowed to cool, and 10 mL of water is added. Filtration yielded 8.9 g of crude product as a beige solid. The solid is boiled in benzene (400 mL) and filtered hot. The red filtrate is discarded giving 5.2 g of the title compound as a pale beige solid. Reactants: C#Cc1cncc(C(=O)N=S(C)(=O)c2ccccc2)c1, O=C(O)c1ccc(I)cc1. Yields the product CS(=O)(=NC(=O)c1cncc(C#Cc2ccc(C(=O)O)cc2)c1)c1ccccc1. Reaction SMILES: [C:1](#[CH:2])[c:3]1[cH:4][n:5][cH:6][c:7]([C:8](=[O:9])[N:10]=[S:11]([c:12]2[cH:13][cH:14][cH:15][cH:16][cH:17]2)(=[O:18])[CH3:19])[cH:20]1.[I:21][c:22]1[cH:23][cH:24][c:25]([C:26](=[O:27])[OH:28])[cH:29][cH:30]1>>[C:1](#[C:2][c:22]1[cH:23][cH:24][c:25]([C:26](=[O:27])[OH:28])[cH:29][cH:30]1)[c:3]1[cH:4][n:5][cH:6][c:7]([C:8](=[O:9])[N:10]=[S:11]([c:12]2[cH:13][cH:14][cH:15][cH:16][cH:17]2)(=[O:18])[CH3:19])[cH:20]1. The reactants are C(Cl)Cl (methylene chloride), solution, C(C)(C)OC=1C=C(C=O)C=CC1 (3-isopropoxy benzaldehyde), [BH4-].[Na+] (sodium borohydride), C(Cl)Cl (methylene chloride). The solvent is CO (methanol). Product: C(C)(C)OC=1C=C(CO)C=CC1 (3-isopropoxybenzylalcohol). RXN SMILES: [CH:1]([O:4][C:5]1[CH:6]=[C:7]([CH:10]=[CH:11][CH:12]=1)[CH:8]=[O:9])([CH3:3])[CH3:2].[BH4-].[Na+].C(Cl)Cl>CO>[CH:1]([O:4][C:5]1[CH:6]=[C:7]([CH:10]=[CH:11][CH:12]=1)[CH2:8][OH:9])([CH3:3])[CH3:2] |f:1.2|. Procedure details: To a 1 molar solution of 3-isopropoxy benzaldehyde (102 g, 0.621 moles) in methanol (620 mL) cooled to 0° was added (slowly) sodium borohydride powder (25.8 g, 0.683 moles)-dissolved in a minimum of methylene chloride and passed through a plug of silica gel washing with more methylene chloride until the silica gel was free of the product. The eluent was stripped to an oil and pumped on high vacuum overnight. Reactants: ClCCl, COc1ccccc1N1CCNCC1, CCN(C(C)C)C(C)C, Cl, O=CCCC1CC(c2cccc([N+](=O)[O-])c2)=NO1. The product is COc1ccccc1N1CCN(CCCC2CC(c3cccc([N+](=O)[O-])c3)=NO2)CC1. Reaction SMILES: [CH2:43]([Cl:44])[Cl:45].[CH3:20][O:21][c:22]1[c:23]([N:28]2[CH2:29][CH2:30][NH:31][CH2:32][CH2:33]2)[cH:24][cH:25][cH:26][cH:27]1.[CH:34]([N:35]([CH:36]([CH3:37])[CH3:38])[CH2:39][CH3:40])([CH3:41])[CH3:42].[ClH:19].[N+:1](=[O:2])([O-:3])[c:4]1[cH:5][c:6]([C:10]2=[N:11][O:12][CH:13]([CH2:15][CH2:16][CH:17]=[O:18])[CH2:14]2)[cH:7][cH:8][cH:9]1>>[N+:1](=[O:2])([O-:3])[c:4]1[cH:5][c:6]([C:10]2=[N:11][O:12][CH:13]([CH2:15][CH2:16][CH2:17][N:31]3[CH2:30][CH2:29][N:28]([c:23]4[c:22]([O:21][CH3:20])[cH:27][cH:26][cH:25][cH:24]4)[CH2:33][CH2:32]3)[CH2:14]2)[cH:7][cH:8][cH:9]1.